From a dataset of the Open Reaction Database (ORD), a public repository of structured organic reaction records. describe an organic reaction: reactants, conditions, products, and yield The reactants are NC1=C2C(=NC=N1)N(N=C2C2=CC(=C(C=C2)NC(=O)C=2N(C1=CC=CC=C1C2)C)OC)C2CCNCC2 (N2-{4-[4-amino-1-(4-piperidyl)-1H-pyrazolo[3,4-d]pyrimidin-3-yl]-2-methoxyphenyl}-1-methyl-1H-2-indolecarboxamide), BrCCF (1-bromo-2-fluoroethane), C([O-])([O-])=O.[K+].[K+] (Potassium carbonate), [I-].[Na+] (Sodium iodide). Solvent: CN(C)C=O (DMF). Run at temperature 80 celsius. The product is NC1=C2C(=NC=N1)N(N=C2C2=CC(=C(C=C2)NC(=O)C=2N(C1=CC=CC=C1C2)C)OC)C2CCN(CC2)CCF (N2-(4-{4-amino-1-[1-(2-fluoroethyl)-4-piperidyl]-1H-pyrazolo[3,4-d]pyrimidin-3-yl}-2-methoxyphenyl)-1-methyl-1H-2-indolecarboxamide). Isolated yield 81.0%. As a reaction SMILES: [NH2:1][C:2]1[N:7]=[CH:6][N:5]=[C:4]2[N:8]([CH:32]3[CH2:37][CH2:36][NH:35][CH2:34][CH2:33]3)[N:9]=[C:10]([C:11]3[CH:16]=[CH:15][C:14]([NH:17][C:18]([C:20]4[N:21]([CH3:29])[C:22]5[C:27]([CH:28]=4)=[CH:26][CH:25]=[CH:24][CH:23]=5)=[O:19])=[C:13]([O:30][CH3:31])[CH:12]=3)[C:3]=12.Br[CH2:39][CH2:40][F:41].C(=O)([O-])[O-].[K+].[K+].[I-].[Na+]>CN(C=O)C>[NH2:1][C:2]1[N:7]=[CH:6][N:5]=[C:4]2[N:8]([CH:32]3[CH2:37][CH2:36][N:35]([CH2:39][CH2:40][F:41])[CH2:34][CH2:33]3)[N:9]=[C:10]([C:11]3[CH:16]=[CH:15][C:14]([NH:17][C:18]([C:20]4[N:21]([CH3:29])[C:22]5[C:27]([CH:28]=4)=[CH:26][CH:25]=[CH:24][CH:23]=5)=[O:19])=[C:13]([O:30][CH3:31])[CH:12]=3)[C:3]=12 |f:2.3.4,5.6|. Procedure details: N2-{4-[4-amino-1-(4-piperidyl)-1H-pyrazolo[3,4-d]pyrimidin-3-yl]-2-methoxyphenyl}-1-methyl-1H-2-indolecarboxamide (250 mg, 0.503 mmol), 1-bromo-2-fluoroethane (47 ul, 0.629 mmol), Potassium carbonate (87 mg, 0.629 mmol) and Sodium iodide (10 mg, 0.066 mmol) were mixed in DMF (3 mL). The reaction mixture was heated at 80° C. overnight. The crude reaction mixture was purified by reverse phase preparative HPLC using acetonitrile/water (50 mM ammonium acetate buffer) as mobile phase to give N2-(4-{4... Yield: 30.2%. Conditions: temperature 60 celsius. The reactants are [OH-].[Na+] (sodium hydroxide), C(#N)C=1C=C(C=CC1OC(C)C)C1=NC(=NO1)C1=CC=CC=2CN(CCOC21)CCCCC(=O)OCC (ethyl 5-[9-(5-{3-cyano-4-[(1-methylethyl)oxy]phenyl}-1,2,4-oxadiazol-3-yl)-2,3-dihydro-1,4-benzoxazepin-4(5H)-yl]pentanoate). Yields the product C(#N)C=1C=C(C=CC1OC(C)C)C1=NC(=NO1)C1=CC=CC=2CN(CCOC21)CCCCC(=O)O (5-[9-(5-{3-Cyano-4-[(1-methylethyl)oxy]phenyl}-1,2,4-oxadiazol-3-yl)-2,3-dihydro-1,4-benzoxazepin-4(5H)-yl]pentanoic acid). The solvent is C(C)O (ethanol). Procedure: 2M sodium hydroxide (0.347 mL, 0.694 mmol) was added to a stirred solution of ethyl 5-[9-(5-{3-cyano-4-[(1-methylethyl)oxy]phenyl}-1,2,4-oxadiazol-3-yl)-2,3-dihydro-1,4-benzoxazepin-4(5H)-yl]pentanoate (Preparation 93) (70 mg, 0.139 mmol) in ethanol (5 mL) and the mixture was heated to 60° C. overnight. The reaction mixture was allowed to cool to room temperature and the solvent evaporated. The residue was diluted with water, acidified with 2M hydrochloric acid and extracted with ethyl acetate. ... As a reaction SMILES: [OH-].[Na+].[C:3]([C:5]1[CH:6]=[C:7]([C:15]2[O:19][N:18]=[C:17]([C:20]3[C:30]4[O:29][CH2:28][CH2:27][N:26]([CH2:31][CH2:32][CH2:33][CH2:34][C:35]([O:37]CC)=[O:36])[CH2:25][C:24]=4[CH:23]=[CH:22][CH:21]=3)[N:16]=2)[CH:8]=[CH:9][C:10]=1[O:11][CH:12]([CH3:14])[CH3:13])#[N:4]>C(O)C>[C:3]([C:5]1[CH:6]=[C:7]([C:15]2[O:19][N:18]=[C:17]([C:20]3[C:30]4[O:29][CH2:28][CH2:27][N:26]([CH2:31][CH2:32][CH2:33][CH2:34][C:35]([OH:37])=[O:36])[CH2:25][C:24]=4[CH:23]=[CH:22][CH:21]=3)[N:16]=2)[CH:8]=[CH:9][C:10]=1[O:11][CH:12]([CH3:14])[CH3:13])#[N:4] |f:0.1|. Starting materials: C(C)(C)[N-]C(C)C.[Li+] (lithium diisopropylamide), Cl (hydrochloric acid), OC1=CC=C(C=C1)CC(=O)O (4-hydroxybenzeneacetic acid), ClC(=O)OCC (ethyl chloroformate). Run in O1CCCC1 (tetrahydrofuran), O (water). Run at temperature -40 celsius, time 60 minute. Product: C(=O)(O)C(C(=O)O)C1=CC=C(C=C1)O (α-carboxy-4-hydroxybenzeneacetic acid). Reaction SMILES: [OH:1][C:2]1[CH:7]=[CH:6][C:5]([CH2:8][C:9]([OH:11])=[O:10])=[CH:4][CH:3]=1.C([N-]C(C)C)(C)C.[Li+].Cl[C:21]([O:23]CC)=[O:22].Cl>O1CCCC1.O>[C:9]([CH:8]([C:5]1[CH:4]=[CH:3][C:2]([OH:1])=[CH:7][CH:6]=1)[C:21]([OH:23])=[O:22])([OH:11])=[O:10] |f:1.2|. Procedure: About 0.5 mole of 4-hydroxybenzeneacetic acid is dissolved in about 50 ml of anhydrous tetrahydrofuran at -40° C. To this solution is added 3 equivalents of lithium diisopropylamide. The temperature is maintained at about -40° C. for about 15 minutes. Then 1 equivalent of ethyl chloroformate is added and the temperature is raised from about -40° C. to about 20° C. and the reaction mixture stirred for about 60 minutes. The reaction mixture is poured into water and the monoester of α-carboxy-4-hyd... Reactants: CN1CC(=O)Nc2ncc(Br)cc2C1, C=CC(=O)OC(C)(C)C, CCC#N, ClCCl, CC(=O)[O-], CC(=O)[O-], CN(C)C=O, [Pd+2]. Product: CN1CC(=O)Nc2ncc(C=CC(=O)OC(C)(C)C)cc2C1. As a reaction SMILES: [Br:1][c:2]1[cH:3][c:4]2[c:5]([n:13][cH:14]1)[NH:6][C:7](=[O:12])[CH2:8][N:9]([CH3:11])[CH2:10]2.[C:15]([CH:16]=[CH2:17])(=[O:18])[O:19][C:20]([CH3:21])([CH3:22])[CH3:23].[C:24](#[N:25])[CH2:26][CH3:27].[Cl:33][CH2:34][Cl:35].[O-:37][C:38]([CH3:39])=[O:40].[O-:41][C:42]([CH3:43])=[O:44].[O:28]=[CH:29][N:30]([CH3:31])[CH3:32].[Pd+2:36]>>[c:2]1([CH:17]=[CH:16][C:15](=[O:18])[O:19][C:20]([CH3:21])([CH3:22])[CH3:23])[cH:3][c:4]2[c:5]([n:13][cH:14]1)[NH:6][C:7](=[O:12])[CH2:8][N:9]([CH3:11])[CH2:10]2. Starting materials: CC[SiH](CC)CC, ClCCl, COc1ccc(-c2cc(C3(O)CCCCC3)sc2-c2ccc(OC)cc2)cc1, O=C(O)C(F)(F)F. Product: COc1ccc(-c2cc(C3CCCCC3)sc2-c2ccc(OC)cc2)cc1. Reaction SMILES: [CH2:29]([SiH:30]([CH2:31][CH3:32])[CH2:33][CH3:34])[CH3:35].[CH2:43]([Cl:44])[Cl:45].[CH3:1][O:2][c:3]1[cH:4][cH:5][c:6](-[c:9]2[cH:10][c:11]([C:22]3([OH:28])[CH2:23][CH2:24][CH2:25][CH2:26][CH2:27]3)[s:12][c:13]2-[c:14]2[cH:15][cH:16][c:17]([O:20][CH3:21])[cH:18][cH:19]2)[cH:7][cH:8]1.[OH:36][C:37]([C:38]([F:39])([F:40])[F:41])=[O:42]>>[CH3:1][O:2][c:3]1[cH:4][cH:5][c:6](-[c:9]2[cH:10][c:11]([CH:22]3[CH2:23][CH2:24][CH2:25][CH2:26][CH2:27]3)[s:12][c:13]2-[c:14]2[cH:15][cH:16][c:17]([O:20][CH3:21])[cH:18][cH:19]2)[cH:7][cH:8]1. The reactants are CC(C)(C)OC(=O)N1CCCN(c2c(C=O)c3cccnc3n2-c2ccccc2)CC1, CC#N, ClCCl, O=C(O)C(F)(F)F. The product is O=Cc1c(N2CCCNCC2)n(-c2ccccc2)c2ncccc12. Reaction SMILES: [C:1]([O:2][C:3](=[O:4])[N:8]1[CH2:9][CH2:10][N:11]([c:15]2[c:16]([CH:30]=[O:31])[c:17]3[c:18]([n:19][cH:20][cH:21][cH:22]3)[n:23]2-[c:24]2[cH:25][cH:26][cH:27][cH:28][cH:29]2)[CH2:12][CH2:13][CH2:14]1)([CH3:5])([CH3:6])[CH3:7].[CH3:39][C:40]#[N:41].[Cl:42][CH2:43][Cl:44].[OH:32][C:33]([C:34]([F:35])([F:36])[F:37])=[O:38]>>[NH:8]1[CH2:9][CH2:10][N:11]([c:15]2[c:16]([CH:30]=[O:31])[c:17]3[c:18]([n:19][cH:20][cH:21][cH:22]3)[n:23]2-[c:24]2[cH:25][cH:26][cH:27][cH:28][cH:29]2)[CH2:12][CH2:13][CH2:14]1. The reactants are [BH4-], CCCCCCCCC=CCCCCCCCCCC(C=O)CCCCCCCCC=CCCCCCCCC, CO, Cl, [Na+], C1CCOC1. Yields the product CCCCCCCCC=CCCCCCCCCCC(CO)CCCCCCCCC=CCCCCCCCC. Reaction SMILES: [BH4-:41].[CH2:1]([CH2:2][CH2:3][CH2:4][CH2:5][CH2:6][CH2:7][CH2:8][CH:9]=[CH:10][CH2:11][CH2:12][CH2:13][CH2:14][CH2:15][CH2:16][CH2:17][CH3:18])[CH:19]([CH:20]=[O:21])[CH2:22][CH2:23][CH2:24][CH2:25][CH2:26][CH2:27][CH2:28][CH2:29][CH2:30][CH:31]=[CH:32][CH2:33][CH2:34][CH2:35][CH2:36][CH2:37][CH2:38][CH2:39][CH3:40].[CH3:44][OH:45].[ClH:43].[Na+:42].[O:46]1[CH2:47][CH2:48][CH2:49][CH2:50]1>>[CH2:1]([CH2:2][CH2:3][CH2:4][CH2:5][CH2:6][CH2:7][CH2:8][CH:9]=[CH:10][CH2:11][CH2:12][CH2:13][CH2:14][CH2:15][CH2:16][CH2:17][CH3:18])[CH:19]([CH2:20][OH:21])[CH2:22][CH2:23][CH2:24][CH2:25][CH2:26][CH2:27][CH2:28][CH2:29][CH2:30][CH:31]=[CH:32][CH2:33][CH2:34][CH2:35][CH2:36][CH2:37][CH2:38][CH2:39][CH3:40]. Reactants: CCN=C=NCCCN(C)C, Cc1ccoc1C(=O)O, CN(C)C=O, CCOC(C)=O, CCN(C(C)C)C(C)C, Cl, NCc1ccccc1, On1nnc2ccccc21. Product: Cc1ccoc1C(=O)NCc1ccccc1. RXN SMILES: [CH2:21]([N:22]=[C:23]=[N:24][CH2:25][CH2:26][CH2:27][N:28]([CH3:29])[CH3:30])[CH3:31].[CH3:1][c:2]1[c:3]([C:7](=[O:8])[OH:9])[o:4][cH:5][cH:6]1.[CH3:49][N:50]([CH3:51])[CH:52]=[O:53].[CH3:54][CH2:55][O:56][C:57](=[O:58])[CH3:59].[CH:32]([N:33]([CH2:34][CH3:35])[CH:36]([CH3:37])[CH3:38])([CH3:39])[CH3:40].[ClH:20].[NH2:41][CH2:42][c:43]1[cH:44][cH:45][cH:46][cH:47][cH:48]1.[OH:10][n:11]1[c:12]2[cH:13][cH:14][cH:15][cH:16][c:17]2[n:18][n:19]1>>[CH3:1][c:2]1[c:3]([C:7](=[O:9])[NH:41][CH2:42][c:43]2[cH:44][cH:45][cH:46][cH:47][cH:48]2)[o:4][cH:5][cH:6]1.